This data is from the Open Reaction Database (ORD), a public repository of structured organic reaction records. The task is: describe an organic reaction: reactants, conditions, products, and yield Run at time 1 hour. As a reaction SMILES: [C:1]1([C:7]2([C:12]([OH:14])=O)[CH2:11][CH2:10][CH2:9][CH2:8]2)[CH:6]=[CH:5][CH:4]=[CH:3][CH:2]=1.C(Cl)(=O)C(Cl)=O.Cl.[Cl:22][C:23]1[CH:28]=[CH:27][C:26]([CH2:29][CH:30]([C:34]2[CH:39]=[CH:38][CH:37]=[CH:36][CH:35]=2)[CH:31]([NH2:33])[CH3:32])=[CH:25][CH:24]=1.CN1CCOCC1>C(Cl)Cl.CN(C)C=O>[Cl:22][C:23]1[CH:24]=[CH:25][C:26]([CH2:29][CH:30]([C:34]2[CH:35]=[CH:36][CH:37]=[CH:38][CH:39]=2)[CH:31]([NH:33][C:12]([C:7]2([C:1]3[CH:2]=[CH:3][CH:4]=[CH:5][CH:6]=3)[CH2:8][CH2:9][CH2:10][CH2:11]2)=[O:14])[CH3:32])=[CH:27][CH:28]=1 |f:2.3|. Yields the product ClC1=CC=C(C=C1)CC(C(C)NC(=O)C1(CCCC1)C1=CC=CC=C1)C1=CC=CC=C1 (N-[3-(4-Chlorophenyl)-2-phenyl-1-methylpropyl]-1-phenylcyclopentanecarboxamide). Run in C(Cl)Cl (methylene chloride), CN(C=O)C (dimethylformamide), C(Cl)Cl (methylene chloride). The reactants are C1(=CC=CC=C1)C1(CCCC1)C(=O)O (phenylcyclopentanecarboxylic acid), C(C(=O)Cl)(=O)Cl (oxalyl chloride), Cl.ClC1=CC=C(C=C1)CC(C(C)N)C1=CC=CC=C1 (N-[3-(4-chlorophenyl)-2-phenyl-1-methylpropyl]-amine hydrochloride), CN1CCOCC1 (N-methylmorpholine). Procedure: To a solution of phenylcyclopentanecarboxylic acid (Aldrich, 23 mg, 0.12 mmol) in methylene chloride (1 mL) at 0° C. was added a drop of dimethylformamide and oxalyl chloride (0.025 mL, 0.29 mmol). After stirring at room temperature for 1 h, the reaction mixture was concentrated on a rotary evaporator and dried under vacuum, and the resulting crude acyl chloride was used without further purification. The crude acyl chloride was dissolved in 1 mL of methylene chloride and was added to a suspensio... The reactants are CC(=O)N1C(=S)NC(=O)C1(C)C, CN(C)c1ccccc1CCl, Cl, [Na+], [OH-], O. The product is CC(=O)N1C(SCc2ccccc2N(C)C)=NC(=O)C1(C)C. RXN SMILES: [C:13]([CH3:14])(=[O:15])[N:16]1[C:17](=[S:18])[NH:19][C:20](=[O:21])[C:22]1([CH3:23])[CH3:24].[CH3:2][N:3]([c:4]1[c:5]([CH2:6][Cl:7])[cH:8][cH:9][cH:10][cH:11]1)[CH3:12].[ClH:1].[Na+:26].[OH-:25].[OH2:27]>>[CH3:2][N:3]([c:4]1[c:5]([CH2:6][S:18][C:17]2=[N:19][C:20](=[O:21])[C:22]([CH3:23])([CH3:24])[N:16]2[C:13]([CH3:14])=[O:15])[cH:8][cH:9][cH:10][cH:11]1)[CH3:12]. Reactants: N[C@H](CN1N=C(C=C1)C1=C(C(=C(C#N)C=C1)Cl)C)C ((S)-4-(1-(2-aminopropyl)-1H-pyrazol-3-yl)-2-chloro-3-methylbenzonitrile), CC1=CC(=NO1)C(=O)O (5-methylisoxazole-3-carboxylic acid), C=1C=CC2=C(C1)N=NN2O (HOBt), CCN(C(C)C)C(C)C (DIPEA), CCN=C=NCCCN(C)C (EDCI). The solvent is C(Cl)Cl (DCM). Product: ClC=1C(=C(C=CC1C#N)C1=NN(C=C1)C[C@H](C)NC(=O)C1=NOC(=C1)C)C ((S)—N-(1-(3-(3-chloro-4-cyano-2-methylphenyl)-1H-pyrazol-1-yl)propan-2-yl)-5-methylisoxazole-3-carboxamide). The yield is 40.8%. RXN SMILES: [NH2:1][C@@H:2]([CH3:19])[CH2:3][N:4]1[CH:8]=[CH:7][C:6]([C:9]2[CH:16]=[CH:15][C:12]([C:13]#[N:14])=[C:11]([Cl:17])[C:10]=2[CH3:18])=[N:5]1.[CH3:20][C:21]1[O:25][N:24]=[C:23]([C:26](O)=[O:27])[CH:22]=1.C1C=CC2N(O)N=NC=2C=1.CCN(C(C)C)C(C)C.CCN=C=NCCCN(C)C>C(Cl)Cl>[Cl:17][C:11]1[C:10]([CH3:18])=[C:9]([C:6]2[CH:7]=[CH:8][N:4]([CH2:3][C@@H:2]([NH:1][C:26]([C:23]3[CH:22]=[C:21]([CH3:20])[O:25][N:24]=3)=[O:27])[CH3:19])[N:5]=2)[CH:16]=[CH:15][C:12]=1[C:13]#[N:14]. Procedure: The title compound was prepared from (S)-4-(1-(2-aminopropyl)-1H-pyrazol-3-yl)-2-chloro-3-methylbenzonitrile (0.2 g, 0.728 mmol), 5-methylisoxazole-3-carboxylic acid (0.120 g, 0.946 mmol), HOBt (0.128 g, 0.946 mmol), DIPEA (0.165 ml, 0.946 mmol) and EDCI (0.181 g, 0.946 mmol) using DCM as solvent using the method of Example 34(d) affording 0.114 g of the title compound. 1H-NMR (400 MHz; CDCl3): δ 1.26 (m, 3H), 2.48 (d, 3H), 2.56 (m, 3H), 4.29 (m, 1H), 4.43 (m, 1H), 4.59 (m, 1H), 6.41 (m, 1H), 6.... Reactants: ClC=1C=CC(=C(C(=O)OC)C1)F (methyl 5-chloro-2-fluorobenzoate), FC1=C(C=C(C=C1)F)O (2,5-difluorophenol). Product: ClC=1C=CC(=C(C(=O)OC)C1)OC1=C(C=CC(=C1)F)F (Methyl 5-chloro-2-(2,5-difluorophenoxy)benzoate). Reaction SMILES: [Cl:1][C:2]1[CH:3]=[CH:4][C:5](F)=[C:6]([CH:11]=1)[C:7]([O:9][CH3:10])=[O:8].[F:13][C:14]1[CH:19]=[CH:18][C:17]([F:20])=[CH:16][C:15]=1[OH:21]>>[Cl:1][C:2]1[CH:3]=[CH:4][C:5]([O:21][C:15]2[CH:16]=[C:17]([F:20])[CH:18]=[CH:19][C:14]=2[F:13])=[C:6]([CH:11]=1)[C:7]([O:9][CH3:10])=[O:8]. Procedure: The title compound was prepared according to the procedure described in step 1 of Example 67 from methyl 5-chloro-2-fluorobenzoate and 2,5-difluorophenol: 1H-NMR (CDCl3) δ 7.95 (1H, d, J=2.8 Hz), 7.46 (1H, dd, J=8.8, 2.8 Hz), 7.20–7.10 (1H, m), 6.95 (1H, d, J=8.8 Hz), 6.85–6.73 (1H, m), 6.68–6.56 (1H, m), 3.85 (3H, s). Reactants: Intermediate 20, C(C)C1=C(C=C(C=C1)S(=O)(=O)C)I (1-ethyl-2-iodo-4-(methylsulfonyl)benzene), C(C)C1=C(C=C(C=C1)S(=O)(=O)C)I (1-ethyl-2-iodo-4-(methylsulfonyl)benzene), C(C)(C)(C)OC(COC1=C(C=C(C=C1)Cl)C#C)=O (tert-butyl(4-chloro-2-ethynylphenoxy)acetate), C(C)(C)(C)OC(COC1=C(C=C(C=C1)Cl)C#C)=O (tert-butyl(4-chloro-2-ethynylphenoxy)acetate). The product is C(C)(C)(C)OC(COC1=C(C=C(C=C1)Cl)C#CC1=C(C=CC(=C1)S(=O)(=O)C)CC)=O (tert-butyl(4-chloro-2-{[2-ethyl-5-(methylsulfonyl)phenyl]ethynyl}phenoxy)acetate). RXN SMILES: [C:1]([O:5][C:6](=[O:18])[CH2:7][O:8][C:9]1[CH:14]=[CH:13][C:12]([Cl:15])=[CH:11][C:10]=1[C:16]#[CH:17])([CH3:4])([CH3:3])[CH3:2].[CH2:19]([C:21]1[CH:26]=[CH:25][C:24]([S:27]([CH3:30])(=[O:29])=[O:28])=[CH:23][C:22]=1I)[CH3:20]>>[C:1]([O:5][C:6](=[O:18])[CH2:7][O:8][C:9]1[CH:14]=[CH:13][C:12]([Cl:15])=[CH:11][C:10]=1[C:16]#[C:17][C:22]1[CH:23]=[C:24]([S:27]([CH3:30])(=[O:28])=[O:29])[CH:25]=[CH:26][C:21]=1[CH2:19][CH3:20])([CH3:4])([CH3:3])[CH3:2]. Procedure details: Following the general method as outlined in Intermediate 20, starting from (4-chloro-2-ethynyl-phenoxy)-acetic acid tert-butyl ester (Intermediate 3) and 1-ethyl-2-iodo-4-(methylsulfonyl)benzene (Intermediate 123), the title compound was obtained as an orange oil after purification by flash column chromatography (silica), eluting with cyclohexane containing increasing amounts of EtOAc. As a reaction SMILES: [CH3:1][O:2][C:3]1[CH:12]=[C:11]2[C:6]([CH2:7][CH2:8][CH:9]([N:13]([CH2:17][CH:18]3[CH2:23][CH2:22][NH:21][CH2:20][CH2:19]3)[CH2:14][CH2:15][CH3:16])[CH2:10]2)=[CH:5][CH:4]=1.[CH3:24][N:25]=[C:26]=[O:27]>ClCCl.C(#N)C.CCN(C(C)C)C(C)C>[CH3:24][NH:25][C:26]([N:21]1[CH2:20][CH2:19][CH:18]([CH2:17][N:13]([CH:9]2[CH2:8][CH2:7][C:6]3[C:11](=[CH:12][C:3]([O:2][CH3:1])=[CH:4][CH:5]=3)[CH2:10]2)[CH2:14][CH2:15][CH3:16])[CH2:23][CH2:22]1)=[O:27]. Run at temperature 25 celsius, time 24 hour. Solvent: ClCCl (dichloromethane), C(C)#N (acetonitrile), CCN(C(C)C)C(C)C (DIEA). Yields the product CNC(=O)N1CCC(CC1)CN(CCC)C1CC2=CC(=CC=C2CC1)OC (4-{[(7-methoxy-1,2,3,4-tetrahydro-naphthalen-2-yl)-propyl-amino]-methyl}-piperidine-1-carboxylic acid methylamide). Reported procedure: To a solution of (7-methoxy-1,2,3,4-tetrahydro-naphthalen-2-yl)-piperidin-4-ylmethyl-propyl-amine (200 μL of a 0.25 M solution in dichloromethane, 50 μmole) was added 220 μL of a 0.25 M solution of methyl isocyanate in acetonitrile and 30 μL of DIEA. The solution was allowed to stir for 24 h at 25° C. under N2 and then concentrated in vacuo. The final product was isolated by preparative RPHPLC (YMC Combiprep ODS-A column, 10-90% acetonitrile: water (0.1 % TFA)) to afford 4-{[(7-methoxy-1,2,3,4-t... Starting materials: COC1=CC=C2CCC(CC2=C1)N(CCC)CC1CCNCC1 ((7-methoxy-1,2,3,4-tetrahydro-naphthalen-2-yl)-piperidin-4-ylmethyl-propyl-amine), solution, solution, CN=C=O (methyl isocyanate). The reactants are OC=1C2=C(N=CN1)OC(=C2)C2=CC=C(C=C2)[N+](=O)[O-] (4-hydroxy-6-(4-nitrophenyl)furo[2,3-d]pyrimidine), P(=O)(Cl)(Cl)Cl (phosphorus oxychloride), ice. Yields the product ClC=1C2=C(N=CN1)OC(=C2)C2=CC=C(C=C2)[N+](=O)[O-] (4-chloro-6-(4-nitrophenyl)furo[2,3-d]pyrimidine). As a reaction SMILES: O[C:2]1[C:3]2[CH:10]=[C:9]([C:11]3[CH:16]=[CH:15][C:14]([N+:17]([O-:19])=[O:18])=[CH:13][CH:12]=3)[O:8][C:4]=2[N:5]=[CH:6][N:7]=1.P(Cl)(Cl)([Cl:22])=O>>[Cl:22][C:2]1[C:3]2[CH:10]=[C:9]([C:11]3[CH:16]=[CH:15][C:14]([N+:17]([O-:19])=[O:18])=[CH:13][CH:12]=3)[O:8][C:4]=2[N:5]=[CH:6][N:7]=1. Procedure: 13.5 g of 4-hydroxy-6-(4-nitrophenyl)furo[2,3-d]pyrimidine are heated for 1.5 h under RF in ca. 200 ml of phosphorus oxychloride (Fluka, Buchs). Afterwards, the reaction mixture is left to stand in the open for 3 days, and then added to 4 kg of ice. The suspension is filtered by suction and washed with a lot of H2O. The product is sublimated at ca. 200° C. and at ca. 0.1 mbar. The sublimate consists of lemon-yellow non-crystalline needles: m.p.: from 245° C. (decomposition). 1H-NMR (300 MHz, DMS... The reactants are COC1=CC=C(C=C1)C(C1=CC=C(C=C1)OC)NC(=O)C1=C(C=C(C=N1)NCCCNC(OC(C)(C)C)=O)NC1=NC(=CC(=C1)C)C (tert-butyl {3-[(6-{[bis(4-methoxyphenyl)methyl]carbamoyl}-5-[(4,6-dimethylpyridin-2-yl)amino]pyridin-3-yl)amino]propyl}carbamate), C(C)[SiH](CC)CC (triethylsilane), C(=O)(C(F)(F)F)O (TFA). Solvent: ClCCl (dichloromethane). Conditions: time 2 hour. The product is OC(=O)C(F)(F)F.NCCCNC=1C=C(C(=NC1)C(=O)N)NC1=NC(=CC(=C1)C)C (5-[(3-aminopropyl)amino]-3-[(4,6-dimethylpyridin-2-yl)amino]pyridine-2-carboxamide TFA salt). As a reaction SMILES: COC1C=CC(C([NH:18][C:19]([C:21]2[N:26]=[CH:25][C:24]([NH:27][CH2:28][CH2:29][CH2:30][NH:31]C(=O)OC(C)(C)C)=[CH:23][C:22]=2[NH:39][C:40]2[CH:45]=[C:44]([CH3:46])[CH:43]=[C:42]([CH3:47])[N:41]=2)=[O:20])C2C=CC(OC)=CC=2)=CC=1.C([SiH](CC)CC)C.[C:55]([OH:61])([C:57]([F:60])([F:59])[F:58])=[O:56]>ClCCl>[OH:61][C:55]([C:57]([F:60])([F:59])[F:58])=[O:56].[NH2:31][CH2:30][CH2:29][CH2:28][NH:27][C:24]1[CH:23]=[C:22]([NH:39][C:40]2[CH:45]=[C:44]([CH3:46])[CH:43]=[C:42]([CH3:47])[N:41]=2)[C:21]([C:19]([NH2:18])=[O:20])=[N:26][CH:25]=1 |f:4.5|. Procedure: To a solution of tert-butyl {3-[(6-{[bis(4-methoxyphenyl)methyl]carbamoyl}-5-[(4,6-dimethylpyridin-2-yl)amino]pyridin-3-yl)amino]propyl}carbamate (51 mg, 0.080 mmol) in dichloromethane (4 mL) was added triethylsilane (0.064 mL, 0.40 mmol) followed by TFA (0.8 mL) at ambient temperature. After 2 hours, the reaction mixture was concentrated under reduced pressure, and the residue was purified by reverse phase HPLC (acetonitrile/water with 0.1% TFA, linear gradient) to afford 5-[(3-aminopropyl)amin... Starting materials: C(CCC)C=1NC(N(N1)C1=C(C=CC=C1)C(F)(F)F)=O (5-n-butyl-2,4-dihydro-2-[2-(trifluoromethyl)phenyl]-3H-1,2,4-triazol-3-one), [N+](=O)([O-])C1=C(C=CC=C1)C1=CC=C(C=C1)CBr ((2'-nitrobiphenyl-4-yl)methyl bromide). The product is crude product, C(CCC)C=1N(C(N(N1)C1=C(C=CC=C1)C(F)(F)F)=O)CC1=CC=C(C=C1)C1=C(C=CC=C1)[N+](=O)[O-] (5-n-Butyl-2,4-dihydro-4-[(2'-nitrobiphenyl-4-yl)methyl]-2-[2-(trifluoromethyl)phenyl]-3H-1,2,4-triazol-3-one). Yield: 91.0%. As a reaction SMILES: [CH2:1]([C:5]1[NH:6][C:7](=[O:20])[N:8]([C:10]2[CH:15]=[CH:14][CH:13]=[CH:12][C:11]=2[C:16]([F:19])([F:18])[F:17])[N:9]=1)[CH2:2][CH2:3][CH3:4].[N+:21]([C:24]1[CH:29]=[CH:28][CH:27]=[CH:26][C:25]=1[C:30]1[CH:35]=[CH:34][C:33]([CH2:36]Br)=[CH:32][CH:31]=1)([O-:23])=[O:22]>>[CH2:1]([C:5]1[N:6]([CH2:36][C:33]2[CH:32]=[CH:31][C:30]([C:25]3[CH:26]=[CH:27][CH:28]=[CH:29][C:24]=3[N+:21]([O-:23])=[O:22])=[CH:35][CH:34]=2)[C:7](=[O:20])[N:8]([C:10]2[CH:15]=[CH:14][CH:13]=[CH:12][C:11]=2[C:16]([F:19])([F:18])[F:17])[N:9]=1)[CH2:2][CH2:3][CH3:4]. Procedure: By the procedure of Example 13, Step A, 5-n-butyl-2,4-dihydro-2-[2-(trifluoromethyl)phenyl]-3H-1,2,4-triazol-3-one (from Example 16, Step A) was alkylated with (2'-nitrobiphenyl-4-yl)methyl bromide (from Step B). Flash chromatography of the crude product on silica gel (gradient elution with 0.5-5% MeOH in CH2Cl2) gave a 91% yield of the title compound as a sticky foam; satisfactory purity by TLC in 98:2 CH2Cl2 --MeOH; mass spectrum (FAB) m/e 497 (M+1)+. The reactants are C1CCOC1, CO, CCOC(=O)CC1OB(O)c2cc(Oc3cccc(Cl)n3)cc(C)c21, [Na+], [OH-]. Yields the product Cc1cc(Oc2cccc(Cl)n2)cc2c1C(CC(=O)O)OB2O. As a reaction SMILES: [CH2:30]1[O:31][CH2:32][CH2:33][CH2:34]1.[CH3:28][OH:29].[Cl:1][c:2]1[cH:3][cH:4][cH:5][c:6]([O:8][c:9]2[cH:10][c:11]([CH3:25])[c:12]3[c:13]([cH:24]2)[B:14]([OH:23])[O:15][CH:16]3[CH2:17][C:18](=[O:19])[O:20][CH2:21][CH3:22])[n:7]1.[Na+:27].[OH-:26]>>[Cl:1][c:2]1[cH:3][cH:4][cH:5][c:6]([O:8][c:9]2[cH:10][c:11]([CH3:25])[c:12]3[c:13]([cH:24]2)[B:14]([OH:23])[O:15][CH:16]3[CH2:17][C:18](=[O:19])[OH:20])[n:7]1.